describe an organic reaction: reactants, conditions, products, and yield From a dataset of the Open Reaction Database (ORD), a public repository of structured organic reaction records. The reactants are Cl (HCl), ICCCC (1-iodo-butane), CN(C)P(=O)(N(C)C)N(C)C (HMPA), [Li+].CC(C)[N-]C(C)C (LDA), C1CCCCC1 (cyclohexane), OC1=C(C(OC(=C1)C)=O)C(CCC1=CC=CC=C1)=O (4-hydroxy-6-methyl-3-(3-phenylpropanoyl)-2-pyrone). Run in C1CCOC1 (THF). Run at temperature 0 celsius, time 0.5 hour. Yields the product OC1=C(C(OC(=C1)CCCCC)=O)C(CCC1=CC=CC=C1)=O (4-hydroxy-6-pentyl-3-(3-phenylpropanoyl)-2-pyrone). The yield is 20.0%. RXN SMILES: [Li+].CC([N-]C(C)C)C.[CH2:9]1[CH2:14]CC[CH2:11][CH2:10]1.[OH:15][C:16]1[CH:21]=[C:20]([CH3:22])[O:19][C:18](=[O:23])[C:17]=1[C:24](=[O:33])[CH2:25][CH2:26][C:27]1[CH:32]=[CH:31][CH:30]=[CH:29][CH:28]=1.ICCCC.CN(P(N(C)C)(N(C)C)=O)C.Cl>C1COCC1>[OH:15][C:16]1[CH:21]=[C:20]([CH2:22][CH2:14][CH2:9][CH2:10][CH3:11])[O:19][C:18](=[O:23])[C:17]=1[C:24](=[O:33])[CH2:25][CH2:26][C:27]1[CH:28]=[CH:29][CH:30]=[CH:31][CH:32]=1 |f:0.1|. Procedure: 1.5 M LDA in cyclohexane (1.34 ml; 2 mmol; Aldrich) was added to 4-hydroxy-6-methyl-3-(3-phenylpropanoyl)-2-pyrone (258.27 mg; 1 mmol; Example 1.1) in 8.4 ml anhydrous THF, and the reaction mixture was stirred under N2 for 0.5 h at 0° C. 1-iodo-butane (136.8 μl; 1.2 mmol; Aldrich) and HMPA (167 ul; 0.96 mmol: Aldrich) were added sequentially under N2, and the reaction mixture was stirred under N2 for 2 h at 0° C. and 5 h at room temperature. The reaction mixture was acidified by addition of 1 N ... Starting materials: CC(C)Oc1ccc(-c2nnc(Br)s2)cc1C(F)(F)F, CCc1c(C=COC)cccc1B1OC(C)(C)C(C)(C)O1, CN(C)C=O, [K+], [K+], [K+], O, O=P([O-])([O-])[O-], c1ccc(P(c2ccccc2)(c2ccccc2)[Pd](P(c2ccccc2)(c2ccccc2)c2ccccc2)(P(c2ccccc2)(c2ccccc2)c2ccccc2)P(c2ccccc2)(c2ccccc2)c2ccccc2)cc1. Product: CCc1c(C=COC)cccc1-c1nnc(-c2ccc(OC(C)C)c(C(F)(F)F)c2)s1. As a reaction SMILES: [Br:1][c:2]1[s:3][c:4](-[c:7]2[cH:8][c:9]([C:17]([F:18])([F:19])[F:20])[c:10]([O:13][CH:14]([CH3:15])[CH3:16])[cH:11][cH:12]2)[n:5][n:6]1.[CH2:21]([CH3:22])[c:23]1[c:24]([B:33]2[O:34][C:35]([CH3:36])([CH3:37])[C:38]([CH3:39])([CH3:40])[O:41]2)[cH:25][cH:26][cH:27][c:28]1[CH:29]=[CH:30][O:31][CH3:32].[CH3:50][N:51]([CH3:52])[CH:53]=[O:54].[K+:47].[K+:48].[K+:49].[OH2:55].[P:42]([O-:43])([O-:44])([O-:45])=[O:46].[cH:56]1[cH:57][cH:58][c:59]([P:60]([Pd:61]([P:62]([c:63]2[cH:64][cH:65][cH:66][cH:67][cH:68]2)([c:69]2[cH:70][cH:71][cH:72][cH:73][cH:74]2)[c:75]2[cH:76][cH:77][cH:78][cH:79][cH:80]2)([P:81]([c:82]2[cH:83][cH:84][cH:85][cH:86][cH:87]2)([c:88]2[cH:89][cH:90][cH:91][cH:92][cH:93]2)[c:94]2[cH:95][cH:96][cH:97][cH:98][cH:99]2)[P:100]([c:101]2[cH:102][cH:103][cH:104][cH:105][cH:106]2)([c:107]2[cH:108][cH:109][cH:110][cH:111][cH:112]2)[c:113]2[cH:114][cH:115][cH:116][cH:117][cH:118]2)([c:119]2[cH:120][cH:121][cH:122][cH:123][cH:124]2)[c:125]2[cH:126][cH:127][cH:128][cH:129][cH:130]2)[cH:131][cH:132]1>>[c:2]1(-[c:24]2[c:23]([CH2:21][CH3:22])[c:28]([CH:29]=[CH:30][O:31][CH3:32])[cH:27][cH:26][cH:25]2)[s:3][c:4](-[c:7]2[cH:8][c:9]([C:17]([F:18])([F:19])[F:20])[c:10]([O:13][CH:14]([CH3:15])[CH3:16])[cH:11][cH:12]2)[n:5][n:6]1. Starting materials: C(C)(C)(C)OC(N(C1=CC=NC=C1)CCOC1=CC(=CC(=C1)C(N(CC(C)C)CCC#N)=O)Cl)=O ((2-{3-chloro-5-[(2-cyano-ethyl)-isobutyl-carbamoyl]-phenoxy}ethyl)-pyridin-4-yl-carbamic acid tert-butyl ester), FC(C(=O)O)(F)F (trifluoroacetic acid). Run in ClCCl (dichloromethane). Conditions: time 18 hour. The product is FC(C(=O)O)(F)F.C(N)(=O)CCN(C(C1=CC(=CC(=C1)OCCNC1=CC=NC=C1)Cl)=O)CC(C)C (N-(2-Carbamoyl-ethyl)-3-chloro-N-isobutyl-5-[2-(pyridin-4-ylamino)-ethoxy]-benzamide trifluoroacetate). RXN SMILES: C(OC(=O)[N:7]([CH2:14][CH2:15][O:16][C:17]1[CH:22]=[C:21]([C:23](=[O:33])[N:24]([CH2:29][CH2:30][C:31]#[N:32])[CH2:25][CH:26]([CH3:28])[CH3:27])[CH:20]=[C:19]([Cl:34])[CH:18]=1)[C:8]1[CH:13]=[CH:12][N:11]=[CH:10][CH:9]=1)(C)(C)C.[F:36][C:37]([F:42])([F:41])[C:38]([OH:40])=[O:39]>ClCCl>[F:36][C:37]([F:42])([F:41])[C:38]([OH:40])=[O:39].[C:31]([CH2:30][CH2:29][N:24]([CH2:25][CH:26]([CH3:28])[CH3:27])[C:23](=[O:33])[C:21]1[CH:22]=[C:17]([O:16][CH2:15][CH2:14][NH:7][C:8]2[CH:9]=[CH:10][N:11]=[CH:12][CH:13]=2)[CH:18]=[C:19]([Cl:34])[CH:20]=1)(=[O:39])[NH2:32] |f:3.4|. Procedure: A solution of (2-{3-chloro-5-[(2-cyano-ethyl)-isobutyl-carbamoyl]-phenoxy}ethyl)-pyridin-4-yl-carbamic acid tert-butyl ester (0.059 g) in a mixture of dichloromethane (5 ml) and trifluoroacetic acid (2 ml) was stored at room temperature for 18 h and then concentrated under reduced pressure. The residue was subjected to preparative hplc and the title compound (0.047 g) was obtained as a colourless oil by concentration of the required fraction under reduced pressure and drying by repetitive additi... The reactants are CS(C)=O, [O-]Cl, Cl, [Na+], [Na+], O, O=P([O-])(O)O, O=Cc1cccc2c1CCc1cccc3[nH]nc-2c13. Product: O=C(O)c1cccc2c1CCc1cccc3[nH]nc-2c13. As a reaction SMILES: [CH3:30][S:31](=[O:32])[CH3:33].[Cl:26][O-:27].[ClH:29].[Na+:20].[Na+:28].[OH2:34].[OH:21][P:22](=[O:23])([O-:24])[OH:25].[n:1]1[nH:2][c:3]2[cH:4][cH:5][cH:6][c:7]3[c:8]2[c:9]1-[c:10]1[c:11]([c:14]([CH:18]=[O:19])[cH:15][cH:16][cH:17]1)[CH2:12][CH2:13]3>>[n:1]1[nH:2][c:3]2[cH:4][cH:5][cH:6][c:7]3[c:8]2[c:9]1-[c:10]1[c:11]([c:14]([C:18](=[O:19])[OH:21])[cH:15][cH:16][cH:17]1)[CH2:12][CH2:13]3. As a reaction SMILES: C(O[C:4]([C:6]1[CH:7]=[N:8][C:9]2[C:14]([C:15]=1[NH:16][CH:17]1[CH2:21][CH2:20][CH2:19][CH2:18]1)=[CH:13][CH:12]=[CH:11][C:10]=2[O:22][CH3:23])=[O:5])C.[CH2:24]([O:26][C:27](=[O:32])[CH2:28][N:29]=[C:30]=[O:31])[CH3:25]>>[CH2:24]([O:26][C:27](=[O:32])[CH2:28][N:29]1[C:4](=[O:5])[C:6]2[CH:7]=[N:8][C:9]3[C:10]([O:22][CH3:23])=[CH:11][CH:12]=[CH:13][C:14]=3[C:15]=2[N:16]([CH:17]2[CH2:18][CH2:19][CH2:20][CH2:21]2)[C:30]1=[O:31])[CH3:25]. Procedure: (1-Cyclopentyl-7-methoxy-2,4-dioxo-1,4-dihydro-2H-pyrimido[5,4-c]quinolin-3-yl)-acetic acid ethyl ester (24 mg) was prepared from 4-cyclopentylamino-8-methoxy-quinoline-3-carboxylic acid ethyl ester (0.1 mmol) and isocyanato-acetic acid ethyl ester (0.5 mmol) following general procedure C. LCMS: m/z 398 [M+1]+. The product is C(C)OC(CN1C(N(C2=C(C=NC=3C(=CC=CC23)OC)C1=O)C1CCCC1)=O)=O ((1-Cyclopentyl-7-methoxy-2,4-dioxo-1,4-dihydro-2H-pyrimido[5,4-c]quinolin-3-yl)-acetic acid ethyl ester). Reactants: C(C)OC(=O)C=1C=NC2=C(C=CC=C2C1NC1CCCC1)OC (4-cyclopentylamino-8-methoxy-quinoline-3-carboxylic acid ethyl ester), C(C)OC(CN=C=O)=O (isocyanato-acetic acid ethyl ester). Isolated yield 60.4%. The reactants are COC1=C(CO)C=C(C=C1)[N+](=O)[O-] (2-methoxy-5-nitrobenzylalcohol), Cl[Sn]Cl.O (SnCl2.H2O), [OH-].[Na+] (NaOH). Run in CCO (EtOH). Run at temperature 70 celsius. Yields the product OCC=1C=C(N)C=CC1OC.NC1=CC=CC=C1 (aniline 3-hydroxymethyl-4-methoxyaniline). The yield is 293.6%. RXN SMILES: [CH3:1][O:2][C:3]1[CH:10]=[CH:9][C:8]([N+:11]([O-])=O)=[CH:7][C:4]=1[CH2:5][OH:6].Cl[Sn]Cl.O.[OH-].[Na+]>CCO>[OH:6][CH2:5][C:4]1[CH:7]=[C:8]([CH:9]=[CH:10][C:3]=1[O:2][CH3:1])[NH2:11].[NH2:11][C:8]1[CH:9]=[CH:10][CH:3]=[CH:4][CH:7]=1 |f:1.2,3.4,6.7|. Reported procedure: A mixture of 2-methoxy-5-nitrobenzylalcohol (1.02 g, 6.03 mmol) and SnCl2.H2O (6.8 g, 30.15 mmol) in EtOH (20 mL) was heated at 70° C. for 1 hour. After cooling, the mixture was treated with 2M NaOH and extracted with ether. The organic layer was washed with water, dried, and evaporated under vacuum to provide 2.18 g (84%) of the aniline 3-hydroxymethyl-4-methoxyaniline: 1H NMR (DMSO-d6, 500 MHz) δ 6.66 (d, 1H, J=2.2 Hz), 6.61 (d, 1H, J=8.6 Hz), 6.38 (dd, 1H, J=2.4 and 8.2 Hz), 4.81 (t, 1H, J=5.... The reactants are N[C@@H](CC(C)C)C(=O)O (L-leucine), C(C)(=O)SCC(C(=O)Cl)C (3-acetylthio-2-methylpropanoyl chloride). Yields the product C(C)(=O)SCC(C(=O)N[C@@H](CC(C)C)C(=O)O)C ((±)-N-[3-(acetylthio)-2-methyl -1-oxopropyl]-L-leucine). As a reaction SMILES: [NH2:1][C@H:2]([C:7]([OH:9])=[O:8])[CH2:3][CH:4]([CH3:6])[CH3:5].[C:10]([S:13][CH2:14][CH:15]([CH3:19])[C:16](Cl)=[O:17])(=[O:12])[CH3:11]>>[C:10]([S:13][CH2:14][CH:15]([CH3:19])[C:16]([NH:1][C@H:2]([C:7]([OH:9])=[O:8])[CH2:3][CH:4]([CH3:6])[CH3:5])=[O:17])(=[O:12])[CH3:11]. Reported procedure: Following the procedure of Example 16, L-leucine is reacted with 3-acetylthio-2-methylpropanoyl chloride to give (±)-N-[3-(acetylthio)-2-methyl -1-oxopropyl]-L-leucine.